From a dataset of the Open Reaction Database (ORD), a public repository of structured organic reaction records. describe an organic reaction: reactants, conditions, products, and yield Reactants: CC(C)(C)OC(=O)NC(C=O)CC1CCCCC1, CC#N, CC(C)[N-]C(C)C, [Li+], C1CCOC1. Product: CC(C)(C)OC(=O)NC(CC1CCCCC1)C(O)CC#N. As a reaction SMILES: [C:12]([CH3:13])([CH3:14])([CH3:15])[O:16][C:17](=[O:18])[NH:19][CH:20]([CH:21]=[O:22])[CH2:23][CH:24]1[CH2:25][CH2:26][CH2:27][CH2:28][CH2:29]1.[CH3:9][C:10]#[N:11].[CH:1]([N-:2][CH:3]([CH3:4])[CH3:5])([CH3:6])[CH3:7].[Li+:8].[O:30]1[CH2:31][CH2:32][CH2:33][CH2:34]1>>[CH2:9]([C:10]#[N:11])[CH:21]([CH:20]([NH:19][C:17]([O:16][C:12]([CH3:13])([CH3:14])[CH3:15])=[O:18])[CH2:23][CH:24]1[CH2:25][CH2:26][CH2:27][CH2:28][CH2:29]1)[OH:22].